This data is from the Open Reaction Database (ORD), a public repository of structured organic reaction records. The task is: describe an organic reaction: reactants, conditions, products, and yield Reactants: NOCc1ccccc1, CC(=O)[O-], COC(=O)C1(C=O)CCCCC1, CO, Cl, [Na+]. The product is COC(=O)C1(C=NOCc2ccccc2)CCCCC1. As a reaction SMILES: [CH2:19]([c:20]1[cH:21][cH:22][cH:23][cH:24][cH:25]1)[O:26][NH2:27].[CH3:14][C:15](=[O:16])[O-:17].[CH3:1][O:2][C:3](=[O:4])[C:5]1([CH:11]=[O:12])[CH2:6][CH2:7][CH2:8][CH2:9][CH2:10]1.[CH3:28][OH:29].[ClH:18].[Na+:13]>>[CH3:1][O:2][C:3](=[O:4])[C:5]1([CH:11]=[N:27][O:26][CH2:19][c:20]2[cH:21][cH:22][cH:23][cH:24][cH:25]2)[CH2:6][CH2:7][CH2:8][CH2:9][CH2:10]1. Starting materials: CC(C[C@@H](C1=CC=C(C=C1)C1=NC=C(C=C1)C(F)(F)F)NC1=CC=C(C=N1)C(=O)NCCC(=O)OCC)C ((S)-ethyl N-({6-[(3-methyl-1-{4-[5-(trifluoromethyl)pyridin-2-yl]phenyl}butyl)amino]pyridin-3-yl}carbonyl)-beta-alaninate), O1CCCC1 (tetrahydrofuran), [OH-].[Li+] (lithium hydroxide). Solvent: CO (methanol). Conditions: temperature 50 celsius, time 12 hour. Yields the product CC(C[C@@H](C1=CC=C(C=C1)C1=NC=C(C=C1)C(F)(F)F)NC1=CC=C(C=N1)C(=O)NCCC(=O)O)C ((S)—N-({6-[(3-methyl-1-{4-[5-(trifluoromethyl)pyridin-2-yl]phenyl}butyl)amino]pyridin-3-yl}carbonyl)-beta-alanine). Isolated yield 87.0%. Reaction SMILES: [CH3:1][CH:2]([CH3:38])[CH2:3][C@H:4]([NH:21][C:22]1[N:27]=[CH:26][C:25]([C:28]([NH:30][CH2:31][CH2:32][C:33]([O:35]CC)=[O:34])=[O:29])=[CH:24][CH:23]=1)[C:5]1[CH:10]=[CH:9][C:8]([C:11]2[CH:16]=[CH:15][C:14]([C:17]([F:20])([F:19])[F:18])=[CH:13][N:12]=2)=[CH:7][CH:6]=1.O1CCCC1.[OH-].[Li+]>CO>[CH3:1][CH:2]([CH3:38])[CH2:3][C@H:4]([NH:21][C:22]1[N:27]=[CH:26][C:25]([C:28]([NH:30][CH2:31][CH2:32][C:33]([OH:35])=[O:34])=[O:29])=[CH:24][CH:23]=1)[C:5]1[CH:10]=[CH:9][C:8]([C:11]2[CH:16]=[CH:15][C:14]([C:17]([F:20])([F:19])[F:18])=[CH:13][N:12]=2)=[CH:7][CH:6]=1 |f:2.3|. Procedure: A mixture of (S)-ethyl N-({6-[(3-methyl-1-{4-[5-(trifluoromethyl)pyridin-2-yl]phenyl}butyl)amino]pyridin-3-yl}carbonyl)-beta-alaninate (60.9 g, 115 mmol) was dissolved in methanol (230 ml) and tetrahydrofuran (115 ml) and treated with aqueous lithium hydroxide (115 ml, 0.230 mol, 2.0M). The reaction was heated to 50° C. for 30 minutes. The solution was concentrated in vacuo, and the resulting residue was diluted with water (approximately 500 ml). The mixture was then acidified with aqueous 1.0M ... Starting materials: aqueous solution, N(=O)[O-].[Na+] (sodium nitrite), O (water), N(=O)[O-].[Na+] (sodium nitrite), [N-]=[N+]=[N-].[Na+] (sodium azide), aqueous solution, C(C)(=O)N1CC(OC2=C1C=C(C(=C2)[N+](=O)[O-])N)(C)C (4-acetyl 6-amino-3,4-dihydro-2,2-dimethyl-7-nitro-2H-1,4-benzoxazine), aqueous solution. The solvent is Cl (HCl). Run at time 1 hour. The product is C(C)(=O)N1CC(OC=2C1=CC=1C(C2)=[N+](ON1)[O-])(C)C (8-acetyl-7,8-dihydro-6,6-dimethyl-6H-[1,2,5]oxadiazolo[3,4-g][1,4]benzoxazine 3-oxide). Yield: 50.8%. RXN SMILES: [C:1]([N:4]1[C:9]2[CH:10]=[C:11]([NH2:17])[C:12]([N+:14]([O-:16])=[O:15])=[CH:13][C:8]=2[O:7][C:6]([CH3:19])([CH3:18])[CH2:5]1)(=[O:3])[CH3:2].N([O-])=O.[Na+].[N-]=[N+]=[N-].[Na+].O>Cl>[C:1]([N:4]1[C:9]2=[CH:10][C:11]3[C:12](=[N+:14]([O-:16])[O:15][N:17]=3)[CH:13]=[C:8]2[O:7][C:6]([CH3:19])([CH3:18])[CH2:5]1)(=[O:3])[CH3:2] |f:1.2,3.4|. Procedure: To a suspension of 530 mg 4-acetyl 6-amino-3,4-dihydro-2,2-dimethyl-7-nitro-2H-1,4-benzoxazine in 3 ml 5N HCl, was added dropwise 3 ml aqueous solution containing 156 mg sodium nitrite under ice cooling, the mixture was stirred for one hour under ice cooling, 1 ml aqueous solution containing 73 mg sodium nitrite was further added dropwise, and the resulting mixture was stirred for ten minutes. To the reaction mixture thus obtained, was added dropwise 3 ml aqueous solution containing 137 mg sodiu... The reactants are Nc1c(Br)cccc1C(F)(F)F, [C-]#N, CN(C)C=O. The product is N#Cc1cccc(C(F)(F)F)c1N. RXN SMILES: [Br:1][c:2]1[c:3]([NH2:4])[c:5]([C:9]([F:10])([F:11])[F:12])[cH:6][cH:7][cH:8]1.[C-:13]#[N:14].[CH3:15][N:16]([CH3:17])[CH:18]=[O:19]>>[c:2]1([C:13]#[N:14])[c:3]([NH2:4])[c:5]([C:9]([F:10])([F:11])[F:12])[cH:6][cH:7][cH:8]1. The reactants are FC(C=1C=C(C=C(C1)C(F)(F)F)C(C(=O)N(C)C=1C=NC(=CC1C1=C(C=C(C=C1)F)C)N1[C@@H](CCC1)CO)(C)C)(F)F ((S)-2-(3,5-bis-trifluoromethyl-phenyl)-N-[4-(4-fluoro-2-methyl-phenyl)-6-(2-hydroxymethyl-pyrrolidin-1-yl)-pyridin-3-yl]-N-methyl-isobutyramide), C1(C=2C(C(N1)=O)=CC=CC2)=O (phthalimide), N(=NC(=O)OCC)C(=O)OCC (diethyl azodicarboxylate), C1(=CC=CC=C1)P(C1=CC=CC=C1)C1=CC=CC=C1 (triphenylphosphine). Solvent: O1CCCC1 (tetrahydrofuran), [OH-].[Na+] (sodium hydroxide). Run at time 90 minute. Yields the product FC(C=1C=C(C=C(C1)C(F)(F)F)C(C(=O)N(C)C=1C=NC(=CC1C1=C(C=C(C=C1)F)C)N1[C@@H](CCC1)CN1C(C2=CC=CC=C2C1=O)=O)(C)C)(F)F ((S)-2-(3,5-Bis-trifluoromethyl-phenyl)-N-[6-[2-(1,3-dioxo-1,3-dihydro-isoindol-2-ylmethyl)-pyrrolidin-1-yl]-4-(4-fluoro-2-methyl-phenyl)-pyridin-3-yl]-N-methyl-isobutyramide). Yield: 29.2%. Reaction SMILES: [F:1][C:2]([F:42])([F:41])[C:3]1[CH:4]=[C:5]([C:13]([CH3:40])([CH3:39])[C:14]([N:16]([C:18]2[CH:19]=[N:20][C:21]([N:32]3[CH2:36][CH2:35][CH2:34][C@H:33]3[CH2:37]O)=[CH:22][C:23]=2[C:24]2[CH:29]=[CH:28][C:27]([F:30])=[CH:26][C:25]=2[CH3:31])[CH3:17])=[O:15])[CH:6]=[C:7]([C:9]([F:12])([F:11])[F:10])[CH:8]=1.[C:43]1(=[O:53])[NH:47][C:46](=[O:48])[C:45]2=[CH:49][CH:50]=[CH:51][CH:52]=[C:44]12.N(C(OCC)=O)=NC(OCC)=O.C1(P(C2C=CC=CC=2)C2C=CC=CC=2)C=CC=CC=1>O1CCCC1.[OH-].[Na+]>[F:41][C:2]([F:1])([F:42])[C:3]1[CH:4]=[C:5]([C:13]([CH3:39])([CH3:40])[C:14]([N:16]([C:18]2[CH:19]=[N:20][C:21]([N:32]3[CH2:36][CH2:35][CH2:34][C@H:33]3[CH2:37][N:47]3[C:43](=[O:53])[C:44]4[C:45](=[CH:49][CH:50]=[CH:51][CH:52]=4)[C:46]3=[O:48])=[CH:22][C:23]=2[C:24]2[CH:29]=[CH:28][C:27]([F:30])=[CH:26][C:25]=2[CH3:31])[CH3:17])=[O:15])[CH:6]=[C:7]([C:9]([F:10])([F:11])[F:12])[CH:8]=1 |f:5.6|. Reported procedure: To a solution of 0.20 g (0.33 mmol) (S)-2-(3,5-bis-trifluoromethyl-phenyl)-N-[4-(4-fluoro-2-methyl-phenyl)-6-(2-hydroxymethyl-pyrrolidin-1-yl)-pyridin-3-yl]-N-methyl-isobutyramide and 54 mg (0.37 mmol) phthalimide in 3 ml tetrahydrofuran were added 71 mg (0.37 mmol) diethyl azodicarboxylate (90%) and 97 mg (0.37 mmol) triphenylphosphine at 0° C. After stirring for 90 min. the reaction mixture was allowed to warm to room temperature over night. The mixture was diluted with a 0.1 M aqueous sodium ...